Dataset: the Open Reaction Database (ORD), a public repository of structured organic reaction records. Task: describe an organic reaction: reactants, conditions, products, and yield Starting materials: [OH-].[NH4+] (ammonium hydroxide), S(O)(O)(=O)=O (sulfuric acid), N#N.C(N)(=O)[C@H](CCC1=CC=CC=C1)N[C@@H](CCCCNC(C(F)(F)F)=O)C(=O)O (N2 (1(S)-carbamyl-3-phenylpropyl)-N6 -trifluoroacetyl-L-lysine), [OH-].[Na+] (sodium hydroxide). Run in C(C)O (ethanol), O (water). Conditions: temperature 80 celsius, time 15 hour. Yields the product N#N.C(=O)(O)[C@H](CCC1=CC=CC=C1)N[C@@H](CCCCN)C(=O)N1[C@H](C(=O)O)CCC1 (N2 (1(S)-carboxy-3-phenylpropyl)-L-lysyl-L-proline). RXN SMILES: S(=O)(=O)(O)O.[N:6]#[N:7].[C:8]([C@@H:11]([NH:20][C@H:21]([C:33]([OH:35])=O)[CH2:22][CH2:23][CH2:24][CH2:25][NH:26]C(=O)C(F)(F)F)[CH2:12][CH2:13][C:14]1[CH:19]=[CH:18][CH:17]=[CH:16][CH:15]=1)(=[O:10])N.[OH-:36].[Na+].[OH-:38].[NH4+:39]>C(O)C.O>[N:6]#[N:7].[C:8]([C@@H:11]([NH:20][C@H:21]([C:33]([N:39]1[CH2:14][CH2:13][CH2:12][C@H:11]1[C:8]([OH:10])=[O:38])=[O:35])[CH2:22][CH2:23][CH2:24][CH2:25][NH2:26])[CH2:12][CH2:13][C:14]1[CH:15]=[CH:16][CH:17]=[CH:18][CH:19]=1)([OH:10])=[O:36] |f:1.2,3.4,5.6,9.10|. Procedure: To 10 ml of 6NB sulfuric acid was added 1 g of N2 -(1(S)-carbamyl-3-phenylpropyl)-N6 -trifluoroacetyl-L-lysine followed by stirring for 15 hours at 80° C., after cooling the mixture to 0° C., 50 ml of water was added thereto, and after adjusting the pH thereof to 5.5 with an aqueous solution of 2N sodium hydroxide and then adjusting the pH to 7.5 with 1 N ammonium hydroxide, the volatile matters were distilled off. To the residue formed was added to 10 ml of ethanol, insoluble inorganic salts we... Procedure details: To a solution of 2-bromo-6-nitrobenzyl (2E)-but-2-en-1-yl ether (3.3 g, 11.19 mmol) in TEA (100 mL) was added P(o-Tol)3 (196 mg, 0.873 mmol) and Pd(OAC)2(1.0 g, 3.21 mmol), and the mixture was stirred at reflux for 16 h. Then the mixture was concentrated in vacuo, and the mixture was partitioned between water and EtOAc. The combined organic layers were washed with HCl (1N) and brine, dried and concentrated in vacuo. The residue was purified with silica gel cloumn chromatography to give 4-ethenyl... As a reaction SMILES: [CH2:1]([O:5][CH2:6][C:7]1[C:12]([N+:13]([O-:15])=[O:14])=[CH:11][CH:10]=[CH:9][C:8]=1Br)/[CH:2]=[CH:3]/[CH3:4].CC1C=CC=CC=1P(C1C=CC=CC=1C)C1C=CC=CC=1C>CC(O)=O.CC(O)=O.[Pd]>[CH:3]([CH:2]1[C:8]2[C:7](=[C:12]([N+:13]([O-:15])=[O:14])[CH:11]=[CH:10][CH:9]=2)[CH2:6][O:5][CH2:1]1)=[CH2:4] |f:2.3.4|. Reagents/catalysts: CC(=O)O.CC(=O)O.[Pd] (Pd(OAC)2). The product is C(=C)C1COCC2=C(C=CC=C12)[N+](=O)[O-] (4-ethenyl-8-nitro-3,4-dihydro-1H-isochromene). Run in TEA. The reactants are C(\C=C\C)OCC1=C(C=CC=C1[N+](=O)[O-])Br (2-bromo-6-nitrobenzyl (2E)-but-2-en-1-yl ether), CC1=C(C=CC=C1)P(C2=C(C=CC=C2)C)C3=C(C=CC=C3)C (P(o-Tol)3).